describe an organic reaction: reactants, conditions, products, and yield From a dataset of the Open Reaction Database (ORD), a public repository of structured organic reaction records. Reactants: BrC1=CC=C(CBr)C=C1 (4-bromo benzylbromide), N1CCC(CC1)NC(OC(C)(C)C)=O (tert-butyl 4-piperidinylcarbamate). Run in ClCCl (dichloromethane), C(C)(C)N(CC)C(C)C (diisopropyletylamine). Yields the product BrC1=CC=C(CN2CCC(CC2)N)C=C1 (1-(4-Bromobenzyl)-4-piperidinylamine). Yield: 87.8%. RXN SMILES: [Br:1][C:2]1[CH:9]=[CH:8][C:5]([CH2:6]Br)=[CH:4][CH:3]=1.[NH:10]1[CH2:15][CH2:14][CH:13]([NH:16]C(=O)OC(C)(C)C)[CH2:12][CH2:11]1>ClCCl.C(N(C(C)C)CC)(C)C>[Br:1][C:2]1[CH:9]=[CH:8][C:5]([CH2:6][N:10]2[CH2:15][CH2:14][CH:13]([NH2:16])[CH2:12][CH2:11]2)=[CH:4][CH:3]=1. Procedure details: To a solution of 4-bromo benzylbromide (1.0 g, 4.1 mmol) in dichloromethane (20 ml) and diisopropyletylamine (1 ml) was added tert-butyl 4-piperidinylcarbamate (1.0 g, 5.0 mmol). The solution was then stirred at room temperature over night. The solvent was evaporated and 25 ml of 50% TFA in dichloromethane was added to the resulting white solid. The mixture was then stirred at room temperature for 2 h and then evaporated to dryness. The resulting solid was dissolved in water and extracted with t... Reaction SMILES: [CH3:24][N:25]([NH2:26])[C:27](=[O:28])[NH2:29].[n:1]1[cH:2][cH:3][cH:4][c:5]2[cH:6][c:7]([CH2:11][n:12]3[n:13][n:14][c:15]4[c:16]3[n:17][c:18]([C:21]([CH3:22])=[O:23])[cH:19][n:20]4)[cH:8][cH:9][c:10]12>>[n:1]1[cH:2][cH:3][cH:4][c:5]2[cH:6][c:7]([CH2:11][n:12]3[n:13][n:14][c:15]4[c:16]3[n:17][c:18]([C:21]([CH3:22])=[N:26][N:25]([CH3:24])[C:27](=[O:28])[NH2:29])[cH:19][n:20]4)[cH:8][cH:9][c:10]12. Starting materials: CN(N)C(N)=O, CC(=O)c1cnc2nnn(Cc3ccc4ncccc4c3)c2n1. Product: CC(=NN(C)C(N)=O)c1cnc2nnn(Cc3ccc4ncccc4c3)c2n1. The reactants are C1CCOC1, COC(=O)c1cc2cc(F)ccc2cn1, CO, Cl, [Li+], [OH-], O, O. The product is Cl, O=C(O)c1cc2cc(F)ccc2cn1. RXN SMILES: [CH2:22]1[O:23][CH2:24][CH2:25][CH2:26]1.[CH3:1][O:2][C:3](=[O:4])[c:5]1[n:6][cH:7][c:8]2[cH:9][cH:10][c:11]([F:15])[cH:12][c:13]2[cH:14]1.[CH3:20][OH:21].[ClH:19].[Li+:17].[OH-:16].[OH2:18].[OH2:27]>>[ClH:19].[O:2]=[C:3]([OH:4])[c:5]1[n:6][cH:7][c:8]2[cH:9][cH:10][c:11]([F:15])[cH:12][c:13]2[cH:14]1. Starting materials: resultant mixture, ice water, C(C)(=O)OC1C(NC2=C(C(=N1)C1CCCCC1)C=CC=C2)=O ((3RS)-3-acetoxy-5-cyclohexyl-2,3-dihydro-1H-1,4-benzodiazepin-2-one), C1(C=2C(C(N1)=O)=CC=CC2)=O.[K] (potassium phthalimide), [I-].[Na+] (sodium iodide). Solvent: CN(C=O)C (N,N-dimethylformamide). Conditions: temperature 60 celsius. The product is C1(CCCCC1)C1=NC(C(NC2=C1C=CC=C2)=O)N2C(C=1C(C2=O)=CC=CC1)=O ((3RS)-5-cyclohexyl-2,3-dihydro-3-phthalimido-1H-1,4-benzodiazepin-2-one). The yield is 69.8%. Reaction SMILES: C(O[CH:5]1[N:11]=[C:10]([CH:12]2[CH2:17][CH2:16][CH2:15][CH2:14][CH2:13]2)[C:9]2[CH:18]=[CH:19][CH:20]=[CH:21][C:8]=2[NH:7][C:6]1=[O:22])(=O)C.[C:23]1(=[O:33])[NH:27][C:26](=[O:28])[C:25]2=[CH:29][CH:30]=[CH:31][CH:32]=[C:24]12.[K].[I-].[Na+]>CN(C)C=O>[CH:9]1([C:10]2[C:12]3[CH:17]=[CH:16][CH:15]=[CH:14][C:13]=3[NH:7][C:6](=[O:22])[CH:5]([N:27]3[C:26](=[O:28])[C:25]4=[CH:29][CH:30]=[CH:31][CH:32]=[C:24]4[C:23]3=[O:33])[N:11]=2)[CH2:8][CH2:21][CH2:20][CH2:19][CH2:18]1 |f:1.2,3.4,^1:33|. Procedure details: To a solution of (3RS)-3-acetoxy-5-cyclohexyl-2,3-dihydro-1H-1,4-benzodiazepin-2-one (2.00 g) in N,N-dimethylformamide (15 ml) was added potassium phthalimide (1.85 g) under stirring and heated at 60° C. To the mixture was added sodium iodide (12.64 g) and stirred for 3 hours at 100° C. The hot resultant mixture was poured into ice-water to give a crude product. The precipitated crude product was collected by filtration. Dryness under the reduced pressure at 40° C. gave (3RS)-5-cyclohexyl-2,3-di... Reaction SMILES: [CH3:27][OH:28].[CH3:3][O:4][C:5](=[O:6])[c:7]1[cH:8][c:9]2[c:14]([cH:15][cH:16]1)[CH2:13][CH2:12][CH2:11][CH:10]2[NH:17][C:18]([c:19]1[c:20]([Cl:25])[cH:21][cH:22][cH:23][cH:24]1)=[O:26].[Li+:2].[OH-:1].[OH2:29]>>[O:4]=[C:5]([OH:6])[c:7]1[cH:8][c:9]2[c:14]([cH:15][cH:16]1)[CH2:13][CH2:12][CH2:11][CH:10]2[NH:17][C:18]([c:19]1[c:20]([Cl:25])[cH:21][cH:22][cH:23][cH:24]1)=[O:26]. Product: O=C(O)c1ccc2c(c1)C(NC(=O)c1ccccc1Cl)CCC2. Starting materials: CO, COC(=O)c1ccc2c(c1)C(NC(=O)c1ccccc1Cl)CCC2, [Li+], [OH-], O. Reactants: C(C)(C)(C)[Li] (tertbutyllithium), anhydride, BrC=1C=NC=CC1 (3-bromopyridine), COB(OC)OC (trimethylborate). Solvent: CCCCC (pentane), C(C)OCC (diethyl ether). The product is N1=CC(=CC=C1)B(O)O (3-pyridylboronic acid). As a reaction SMILES: Br[C:2]1[CH:3]=[N:4][CH:5]=[CH:6][CH:7]=1.C[O:9][B:10](OC)[O:11]C.C([Li])(C)(C)C>C(OCC)C.CCCCC>[N:4]1[CH:5]=[CH:6][CH:7]=[C:2]([B:10]([OH:11])[OH:9])[CH:3]=1. Procedure details: A solution of 4.0 ml (6.56 g, 42 mmol) of 3-bromopyridine and 9 ml (8 mmol) of trimethylborate in 100 ml of diethyl ether was cooled to -70° C. then treated slowly with 33 ml (83.8 mmol) of a 2.54M tertbutyllithium in pentane solution. After allowing the resulting slurry to warm to room temperature the solvents were evaporated under vacuum. The residual oil was treated carefully with 50 ml of a 1M hydrochloric acid solution. Several milliters of methylene chloride were added and the mixture was ... The reactants are CCOC(=O)CBr, CNCc1noc(C(CCCC2CCCCC2)CC(=O)OC(C)(C)C)n1. Product: CCOC(=O)CN(C)Cc1noc(C(CCCC2CCCCC2)CC(=O)OC(C)(C)C)n1. RXN SMILES: [Br:27][CH2:28][C:29](=[O:30])[O:31][CH2:32][CH3:33].[C:1]([CH3:2])([CH3:3])([CH3:4])[O:5][C:6]([CH2:7][CH:8]([CH2:9][CH2:10][CH2:11][CH:12]1[CH2:13][CH2:14][CH2:15][CH2:16][CH2:17]1)[c:18]1[n:19][c:20]([CH2:23][NH:24][CH3:25])[n:21][o:22]1)=[O:26]>>[C:1]([CH3:2])([CH3:3])([CH3:4])[O:5][C:6]([CH2:7][CH:8]([CH2:9][CH2:10][CH2:11][CH:12]1[CH2:13][CH2:14][CH2:15][CH2:16][CH2:17]1)[c:18]1[n:19][c:20]([CH2:23][N:24]([CH3:25])[CH2:28][C:29](=[O:30])[O:31][CH2:32][CH3:33])[n:21][o:22]1)=[O:26].